This data is from the Open Reaction Database (ORD), a public repository of structured organic reaction records. The task is: describe an organic reaction: reactants, conditions, products, and yield Starting materials: NC=1N=CC2=C(N1)N=C(C(=C2)C2=C(C=CC=C2Cl)Cl)N (2,7-diamino-6-(2,6-dichlorophenyl)-pyrido[2,3-d]pyrimidine), S(N)(O)(=O)=O (sulfamic acid), C(C)N(CC)CCN (diethylaminoethylamine). Run at temperature 150 celsius. The product is ClC1=C(C(=CC=C1)Cl)C1=CC2=C(N=C(N=C2)NCCN(CC)CC)N=C1N (6-(2,6-dichlorophenyl)-N2 -(2-diethylamino-ethyl)-pyrido[2,3-d]pyrimidine-2,7-diamine), N (NH3). Isolated yield 1.0%. As a reaction SMILES: [NH2:1][C:2]1[N:3]=[CH:4][C:5]2[CH:11]=[C:10]([C:12]3[C:17]([Cl:18])=[CH:16][CH:15]=[CH:14][C:13]=3[Cl:19])[C:9]([NH2:20])=[N:8][C:6]=2[N:7]=1.S(=O)(=O)(O)[NH2:22].[CH2:26]([N:28]([CH2:31][CH2:32]N)[CH2:29][CH3:30])[CH3:27]>>[Cl:19][C:13]1[CH:14]=[CH:15][CH:16]=[C:17]([Cl:18])[C:12]=1[C:10]1[C:9]([NH2:20])=[N:8][C:6]2[N:7]=[C:2]([NH:1][CH2:27][CH2:26][N:28]([CH2:31][CH3:32])[CH2:29][CH3:30])[N:3]=[CH:4][C:5]=2[CH:11]=1.[NH3:22]. Procedure details: A mixture of 2,7-diamino-6-(2,6-dichlorophenyl)-pyrido[2,3-d]pyrimidine (4.0 g) from Example 1, sulfamic acid (2.53 g), and diethylaminoethylamine (40 mL) was heated to approximately 150° C. for 20 hours. The excess diethylaminoethylamine was removed in vacuo. The resulting oil was dissolved in diethyl ether, diluted with hexane, and then filtered. The resulting solid was dissolved in dichloromethane which was washed several times with water, dried with magnesium sulfate, and concentrated in vac...